Dataset: the Open Reaction Database (ORD), a public repository of structured organic reaction records. Task: describe an organic reaction: reactants, conditions, products, and yield Starting materials: HCl, O.[OH-].[Li+] (Lithium hydroxide monohydrate), C(C)(=O)OCC1=NC(=NC(=C1)C(=O)N1CCC(CC1)N1CC(C1)(N1N=CC(=C1)C=1C2=C(N=CN1)N(C=C2)COCC[Si](C)(C)C)CC#N)C(F)(F)F ([6-[(4-{3-(cyanomethyl)-3-[4-(7-{[2-(trimethylsilyl)ethoxy]methyl}-7H-pyrrolo[2,3-d]pyrimidin-4-yl)-1H-pyrazol-1-yl]azetidin-1-yl}piperidin-1-yl)carbonyl]-2-(trifluoromethyl)pyrimidin-4-yl]methyl acetate). Solvent: O (water), O1CCCC1 (tetrahydrofuran). Conditions: time 5 minute. Yields the product OCC1=CC(=NC(=N1)C(F)(F)F)C(=O)N1CCC(CC1)N1CC(C1)(N1N=CC(=C1)C=1C2=C(N=CN1)NC=C2)CC#N ({1-(1-{[6-(hydroxymethyl)-2-(trifluoromethyl)pyrimidin-4-yl]carbonyl}piperidin-4-yl)-3-[4-(7H-pyrrolo[2,3-d]pyrimidin-4-yl)-1H-pyrazol-1-yl]azetidin-3-yl}acetonitrile). RXN SMILES: O.[OH-].[Li+].C([O:7][CH2:8][C:9]1[CH:14]=[C:13]([C:15]([N:17]2[CH2:22][CH2:21][CH:20]([N:23]3[CH2:26][C:25]([CH2:49][C:50]#[N:51])([N:27]4[CH:31]=[C:30]([C:32]5[C:33]6[CH:40]=[CH:39][N:38](COCC[Si](C)(C)C)[C:34]=6[N:35]=[CH:36][N:37]=5)[CH:29]=[N:28]4)[CH2:24]3)[CH2:19][CH2:18]2)=[O:16])[N:12]=[C:11]([C:52]([F:55])([F:54])[F:53])[N:10]=1)(=O)C>O.O1CCCC1>[OH:7][CH2:8][C:9]1[N:10]=[C:11]([C:52]([F:55])([F:54])[F:53])[N:12]=[C:13]([C:15]([N:17]2[CH2:22][CH2:21][CH:20]([N:23]3[CH2:26][C:25]([CH2:49][C:50]#[N:51])([N:27]4[CH:31]=[C:30]([C:32]5[C:33]6[CH:40]=[CH:39][NH:38][C:34]=6[N:35]=[CH:36][N:37]=5)[CH:29]=[N:28]4)[CH2:24]3)[CH2:19][CH2:18]2)=[O:16])[CH:14]=1 |f:0.1.2|. Reported procedure: Lithium hydroxide monohydrate (3.6 mg, 0.085 mmol) in water (0.10 mL) was added to a solution of [6-[(4-{3-(cyanomethyl)-3-[4-(7-{[2-(trimethylsilyl)ethoxy]methyl}-7H-pyrrolo[2,3-d]pyrimidin-4-yl)-1H-pyrazol-1-yl]azetidin-1-yl}piperidin-1-yl)carbonyl]-2-(trifluoromethyl)pyrimidin-4-yl]methyl acetate (21 mg, 0.028 mmol, from Example 376, Step D) in tetrahydrofuran (0.40 mL). The mixture was stirred for 5 minutes and was then treated with 1N HCl to neutralize. Solvent was then removed in vacuo. Th...